This data is from the Open Reaction Database (ORD), a public repository of structured organic reaction records. The task is: describe an organic reaction: reactants, conditions, products, and yield Starting materials: 68, O.NN (hydrazine monohydrate), [N+](=O)([O-])C1=C(C(=C(C=C1)SOSC1=C(C(=C(C=C1)[N+](=O)[O-])C1=CC=CC=C1)C(=O)OCC)C(=O)OCC)C1=CC=CC=C1 (para-nitrophenyl-o-carbethoxyphenylthio ether), ferric chloride hexahydrate. Run in CO (methanol), CO (methanol). Reaction conditions: temperature 62.5 celsius, time 20 minute. The product is 95.4, NC1=C(C(=C(C=C1)SOSC1=C(C(=C(C=C1)N)C1=CC=CC=C1)C(=O)OCC)C(=O)OCC)C1=CC=CC=C1 (para-aminophenyl-o-carbethoxyphenylthio ether). RXN SMILES: [N+:1]([C:4]1[CH:9]=[CH:8][C:7]([S:10][O:11][S:12][C:13]2[CH:18]=[CH:17][C:16]([N+:19]([O-])=O)=[C:15]([C:22]3[CH:27]=[CH:26][CH:25]=[CH:24][CH:23]=3)[C:14]=2[C:28]([O:30][CH2:31][CH3:32])=[O:29])=[C:6]([C:33]([O:35][CH2:36][CH3:37])=[O:34])[C:5]=1[C:38]1[CH:43]=[CH:42][CH:41]=[CH:40][CH:39]=1)([O-])=O.O.NN>CO>[NH2:19][C:16]1[CH:17]=[CH:18][C:13]([S:12][O:11][S:10][C:7]2[CH:8]=[CH:9][C:4]([NH2:1])=[C:5]([C:38]3[CH:39]=[CH:40][CH:41]=[CH:42][CH:43]=3)[C:6]=2[C:33]([O:35][CH2:36][CH3:37])=[O:34])=[C:14]([C:28]([O:30][CH2:31][CH3:32])=[O:29])[C:15]=1[C:22]1[CH:23]=[CH:24][CH:25]=[CH:26][CH:27]=1 |f:1.2|. Reported procedure: To 500 parts of methanol, 115 parts of para-nitrophenyl-o-carbethoxyphenylthio ether, 10 parts of activated carbon and 1 part of ferric chloride hexahydrate were added, and the mixture was stirred at a liquid temperature of 60 to 65° C. for 20 minutes. To this reaction liquid, a mixture of 68 parts of 80% hydrazine monohydrate and 100 parts of methanol were added dropwise over 1 hour while maintaining the liquid temperature at 65° C. or less, and reaction was further carried out at the same temp...